Dataset: the Open Reaction Database (ORD), a public repository of structured organic reaction records. Task: describe an organic reaction: reactants, conditions, products, and yield Reactants: O=C([O-])O, Cc1ccccc1, CCc1sc(C2OCCO2)cc1C(O)C1CCCCC1, [Na+], O=S(Cl)Cl, c1ccncc1. Product: CCc1sc(C2OCCO2)cc1C(Cl)C1CCCCC1. RXN SMILES: [C:31](=[O:32])([O-:33])[OH:34].[CH3:36][c:37]1[cH:38][cH:39][cH:40][cH:41][cH:42]1.[CH:1]1([CH:7]([OH:8])[c:9]2[c:10]([CH2:19][CH3:20])[s:11][c:12]([CH:14]3[O:15][CH2:16][CH2:17][O:18]3)[cH:13]2)[CH2:2][CH2:3][CH2:4][CH2:5][CH2:6]1.[Na+:35].[S:27]([Cl:28])([Cl:29])=[O:30].[cH:21]1[cH:22][cH:23][n:24][cH:25][cH:26]1>>[CH:1]1([CH:7]([c:9]2[c:10]([CH2:19][CH3:20])[s:11][c:12]([CH:14]3[O:15][CH2:16][CH2:17][O:18]3)[cH:13]2)[Cl:29])[CH2:2][CH2:3][CH2:4][CH2:5][CH2:6]1.